This data is from the Open Reaction Database (ORD), a public repository of structured organic reaction records. The task is: describe an organic reaction: reactants, conditions, products, and yield Starting materials: solution, C(CCC)[Li] (butyl lithium), C[Si](C1CCCC=2C=C(C=NC12)C)(C)C (5,6,7,8-tetrahydro-8-trimethylsilyl-3-methylquinoline). The solvent is CCCCCC (hexane), C1CCOC1 (THF), CCCCCC (hexane). Yields the product [Li]C1(CCCC=2C=C(C=NC12)C)[Si](C)(C)C (5,6,7,8-tetrahydro- -8-lithio-8-trimethylsilyl-3-methylquinoline). As a reaction SMILES: C([Li:5])CCC.[CH3:6][Si:7]([CH3:20])([CH3:19])[CH:8]1[C:17]2[N:16]=[CH:15][C:14]([CH3:18])=[CH:13][C:12]=2[CH2:11][CH2:10][CH2:9]1>CCCCCC.C1COCC1>[Li:5][C:8]1([Si:7]([CH3:19])([CH3:20])[CH3:6])[C:17]2[N:16]=[CH:15][C:14]([CH3:18])=[CH:13][C:12]=2[CH2:11][CH2:10][CH2:9]1. Reported procedure: A mixture of a 1.55 molar solution of butyl lithium in hexane (6.45 ml, 1O mM) and THF (10 ml) maintained below 10° was treated with a solution of 5,6,7,8-tetrahydro-8-trimethylsilyl-3-methylquinoline (2.2 g, 10 mM) in THF (1O ml) to obtain 5,6,7,8-tetrahydro- -8-lithio-8-trimethylsilyl-3-methylquinoline. After 0.5 hour a 22% solution of t-butyldimethylsilyl isothiocyanate in benzene (6.9 g, 1O mM) was added dropwise. After 0.5 hour the reaction mixture was quenched with 2N hydrochloric acid (25...